Dataset: the Open Reaction Database (ORD), a public repository of structured organic reaction records. Task: describe an organic reaction: reactants, conditions, products, and yield Reactants: OC=C1C(C2=C(C=C(C=C2CC1)OC)OC)=O (2-hydroxymethylene-6,8-dimethoxy-1-tetralone), C1=CC=CC=C1 (benzene), C(CO)O (ethylene glycol), C1(=CC=C(C=C1)S(=O)(=O)O)C (p-toluenesulfonic acid). The solvent is O (water). Yields the product C1COC(C2C(C3=C(C=C(C=C3CC2)OC)OC)=O)O1 (1,2,3,4-tetrahydro-6,8-dimethoxy-1-oxo-2-naphthaldehyde ethylene acetal). RXN SMILES: [OH:1][CH:2]=[C:3]1[CH2:12][CH2:11][C:10]2[C:5](=[C:6]([O:15][CH3:16])[CH:7]=[C:8]([O:13][CH3:14])[CH:9]=2)[C:4]1=[O:17].[CH2:18](O)[CH2:19][OH:20].C1(C)C=CC(S(O)(=O)=O)=CC=1.C1C=CC=CC=1>O>[CH2:19]1[O:20][CH:2]([CH:3]2[CH2:12][CH2:11][C:10]3[C:5](=[C:6]([O:15][CH3:16])[CH:7]=[C:8]([O:13][CH3:14])[CH:9]=3)[C:4]2=[O:17])[O:1][CH2:18]1. Procedure: A solution containing 5.73 g. of 2-hydroxymethylene-6,8-dimethoxy-1-tetralone, 2.23 g. of ethylene glycol and 100 mg. of p-toluenesulfonic acid in 25 ml. of benzene was heated at reflux two hours under a Dean-Stark water separator. The mixture was filtered, the filtrate was washed with saturated aqueous solutions of sodium bicarbonate and sodium chloride, dried over anhydrous magnesium sulfate and evaporated to dryness in vacuo to give 1,2,3,4-tetrahydro-6,8-dimethoxy-1-oxo-2-naphthaldehyde ethy... The reactants are CC(=O)OC(C)C, Cn1ccnc1C1CC1, Cn1cc(I)nc1C1CC1, [K+], [K+], O=C([O-])[O-], O=C1CCC(=O)N1I. The product is Cn1c(C2CC2)nc(I)c1I. RXN SMILES: [C:34]([O:35][CH:36]([CH3:37])[CH3:38])(=[O:39])[CH3:40].[CH:11]1([c:12]2[n:13]([CH3:14])[cH:15][cH:16][n:17]2)[CH2:18][CH2:19]1.[I:1][c:2]1[n:3][c:4]([CH:8]2[CH2:9][CH2:10]2)[n:5]([CH3:7])[cH:6]1.[K+:20].[K+:21].[O-:22][C:23]([O-:24])=[O:25].[O:26]=[C:27]1[N:28]([I:33])[C:29](=[O:30])[CH2:31][CH2:32]1>>[I:1][c:2]1[n:3][c:4]([CH:8]2[CH2:9][CH2:10]2)[n:5]([CH3:7])[c:6]1[I:33]. The reactants are CCOC(=O)C(C)(C)CCCCOc1ccc(OCCCCCBr)cc1, [Na], CN(C)C=O, c1nc[nH]n1. Yields the product CCOC(=O)C(C)(C)CCCCOc1ccc(OCCCCCn2cncn2)cc1. As a reaction SMILES: [Br:1][CH2:2][CH2:3][CH2:4][CH2:5][CH2:6][O:7][c:8]1[cH:9][cH:10][c:11]([O:12][CH2:13][CH2:14][CH2:15][CH2:16][C:17]([C:18](=[O:19])[O:20][CH2:21][CH3:22])([CH3:23])[CH3:24])[cH:25][cH:26]1.[Na:27].[O:33]=[CH:34][N:35]([CH3:36])[CH3:37].[nH:28]1[n:29][cH:30][n:31][cH:32]1>>[CH2:2]([CH2:3][CH2:4][CH2:5][CH2:6][O:7][c:8]1[cH:9][cH:10][c:11]([O:12][CH2:13][CH2:14][CH2:15][CH2:16][C:17]([C:18](=[O:19])[O:20][CH2:21][CH3:22])([CH3:23])[CH3:24])[cH:25][cH:26]1)[n:28]1[n:29][cH:30][n:31][cH:32]1. Reactants: Nc1cnc(Oc2cnc3ccccc3c2)c(Cl)c1, O=S(=O)(Cl)c1ccc(Cl)cc1. Yields the product O=S(=O)(Nc1cnc(Oc2cnc3ccccc3c2)c(Cl)c1)c1ccc(Cl)cc1. Reaction SMILES: [Cl:1][c:2]1[cH:3][c:4]([NH2:19])[cH:5][n:6][c:7]1[O:8][c:9]1[cH:10][n:11][c:12]2[cH:13][cH:14][cH:15][cH:16][c:17]2[cH:18]1.[Cl:20][c:21]1[cH:22][cH:23][c:24]([S:27](=[O:28])(=[O:29])[Cl:30])[cH:25][cH:26]1>>[Cl:1][c:2]1[cH:3][c:4]([NH:19][S:27]([c:24]2[cH:23][cH:22][c:21]([Cl:20])[cH:26][cH:25]2)(=[O:28])=[O:29])[cH:5][n:6][c:7]1[O:8][c:9]1[cH:10][n:11][c:12]2[cH:13][cH:14][cH:15][cH:16][c:17]2[cH:18]1. Starting materials: COc1cc(Br)cc(OC)c1[N+](=O)[O-], CO, [Cl-], [NH4+], O. Product: COc1cc(Br)cc(OC)c1N. Reaction SMILES: [Br:1][c:2]1[cH:3][c:4]([O:13][CH3:14])[c:5]([N+:10]([O-:11])=[O:12])[c:6]([O:8][CH3:9])[cH:7]1.[CH3:18][OH:19].[Cl-:16].[NH4+:17].[OH2:15]>>[Br:1][c:2]1[cH:3][c:4]([O:13][CH3:14])[c:5]([NH2:10])[c:6]([O:8][CH3:9])[cH:7]1. The reactants are O=C([O-])[O-], CC(C)(C)OC(=O)N1CCNCC1, C#CCBr, CC#N, ClCCl, [K+], [K+]. The product is C#CCN1CCN(C(=O)OC(C)(C)C)CC1. Reaction SMILES: [C:18](=[O:19])([O-:20])[O-:21].[C:1]([CH3:2])([CH3:3])([CH3:4])[O:5][C:6](=[O:7])[N:8]1[CH2:9][CH2:10][NH:11][CH2:12][CH2:13]1.[CH2:14]([C:15]#[CH:16])[Br:17].[CH3:24][C:25]#[N:26].[Cl:27][CH2:28][Cl:29].[K+:22].[K+:23]>>[C:1]([CH3:2])([CH3:3])([CH3:4])[O:5][C:6](=[O:7])[N:8]1[CH2:9][CH2:10][N:11]([CH2:16][C:15]#[CH:14])[CH2:12][CH2:13]1. Reactants: CC([C@H]1CC[C@H]2[C@@H]3CC[C@H]4CC=CC[C@]4(C)[C@H]3C(C[C@]12C)=O)=O (5α-Pregn-2-ene-11,20-dione), C(CO)O (ethylene glycol), C1(=CC=C(C=C1)S(=O)(=O)O)C (toluene-4-sulphonic acid). Run in C1=CC=CC=C1 (benzene). Run at time 8 hour. Product: C1OC(C)([C@H]2CC[C@H]3[C@@H]4CC[C@H]5CC=CC[C@]5(C)[C@H]4C(C[C@]23C)=O)OC1 (20,20-Ethylenedioxy-5α-pregn-2-en-11-one). Reaction SMILES: [CH3:1][C:2](=[O:23])[C@@H:3]1[C@:20]2([CH3:21])[C@H:6]([C@H:7]3[C@H:17]([C:18](=[O:22])[CH2:19]2)[C@:15]2([CH3:16])[C@H:10]([CH2:11][CH:12]=[CH:13][CH2:14]2)[CH2:9][CH2:8]3)[CH2:5][CH2:4]1.[CH2:24](O)[CH2:25][OH:26].C1(C)C=CC(S(O)(=O)=O)=CC=1>C1C=CC=CC=1>[CH2:24]1[CH2:25][O:26][C:2]([C@@H:3]2[C@:20]3([CH3:21])[C@H:6]([C@H:7]4[C@H:17]([C:18](=[O:22])[CH2:19]3)[C@:15]3([CH3:16])[C@H:10]([CH2:11][CH:12]=[CH:13][CH2:14]3)[CH2:9][CH2:8]4)[CH2:5][CH2:4]2)([CH3:1])[O:23]1. Procedure details: 5α-Pregn-2-ene-11,20-dione (10 g) in benzene (300 ml) was treated with ethylene glycol (30 ml) and toluene-4-sulphonic acid (100 mg), and the vigorously stirred mixture was refluxed through a Dean and Stark separator for 8 hours. The reaction mixture was partitioned between ether/ethyl acetate and dilute sodium bicarbonate solution. The organic layer was washed with water (3 times), dried over sodium sulphate and evaporated to a solidifying oil which was triturated with petrol to give title comp...